From a dataset of the Open Reaction Database (ORD), a public repository of structured organic reaction records. describe an organic reaction: reactants, conditions, products, and yield Starting materials: COC(C)(C)c1ccc(Br)cc1, CNCCNC, Cc1ccccc1, [Cu]I, [K+], [K+], O=C1NCCC1Cc1ccccc1N1CCNCC1, O=C([O-])[O-]. Yields the product COC(C)(C)c1ccc(N2CCC(Cc3ccccc3N3CCNCC3)C2=O)cc1. Reaction SMILES: [Br:20][c:21]1[cH:22][cH:23][c:24]([C:27]([CH3:28])([CH3:29])[O:30][CH3:31])[cH:25][cH:26]1.[CH3:32][NH:33][CH2:34][CH2:35][NH:36][CH3:37].[CH3:44][c:45]1[cH:46][cH:47][cH:48][cH:49][cH:50]1.[Cu:51][I:52].[K+:38].[K+:39].[N:1]1([c:7]2[c:8]([CH2:9][CH:10]3[C:11](=[O:15])[NH:12][CH2:13][CH2:14]3)[cH:16][cH:17][cH:18][cH:19]2)[CH2:2][CH2:3][NH:4][CH2:5][CH2:6]1.[O-:40][C:41]([O-:42])=[O:43]>>[N:1]1([c:7]2[c:8]([CH2:9][CH:10]3[C:11](=[O:15])[N:12]([c:21]4[cH:22][cH:23][c:24]([C:27]([CH3:28])([CH3:29])[O:30][CH3:31])[cH:25][cH:26]4)[CH2:13][CH2:14]3)[cH:16][cH:17][cH:18][cH:19]2)[CH2:2][CH2:3][NH:4][CH2:5][CH2:6]1. Reactants: FC1=C(C=C(N)C=C1)C(F)(F)F (4-fluoro-3-(trifluoromethyl)aniline), ClC=1OC2=C(N1)C=CC=C2 (2-chlorobenzoxazole). Solvent: O1CCCC1 (tetrahydrofuran), O1CCCC1 (tetrahydrofuran). Yields the product FC1=C(C=C(NC=2OC3=C(N2)C=CC=C3)C=C1)C(F)(F)F (2-[4-fluoro-3-(trifluoromethyl)anilino]benzoxazole). Reaction SMILES: [F:1][C:2]1[CH:8]=[CH:7][C:5]([NH2:6])=[CH:4][C:3]=1[C:9]([F:12])([F:11])[F:10].Cl[C:14]1[O:15][C:16]2[CH:22]=[CH:21][CH:20]=[CH:19][C:17]=2[N:18]=1>O1CCCC1>[F:1][C:2]1[CH:8]=[CH:7][C:5]([NH:6][C:14]2[O:15][C:16]3[CH:22]=[CH:21][CH:20]=[CH:19][C:17]=3[N:18]=2)=[CH:4][C:3]=1[C:9]([F:10])([F:11])[F:12]. Procedure: To a solution of 17.9 g. (0.1 mole) of 4-fluoro-3-(trifluoromethyl)aniline in 200 ml. of tetrahydrofuran was added dropwise 15.4 g. (0.1 mole) of 2-chlorobenzoxazole in 150 ml. of tetrahydrofuran with vigorous agitation. Following the addition, the reaction mixture was heated on a steam bath under reflux for 16 hours. Then the tetrahydrofuran solvent was removed by distillation under vacuum, and 100 ml. of water was added to the residue. The residue was an oily liquid which solidified on the add... Reactants: ClC1=C(C2=CC=C(C(=C2C=C1)C(F)(F)F)OC)C(=O)N(CC(=O)OC(C)(C)C)C(=O)OC (N-[[2-Chloro-6-methoxy-5-(trifluoromethyl)-1-naphthalenyl]carbonyl]-N-(methoxycarbonyl)glycine, 1,1-dimethylethyl ester). Run in C(=O)O (formic acid), O (water). Conditions: time 2 hour. Yields the product ClC1=C(C2=CC=C(C(=C2C=C1)C(F)(F)F)OC)C(=O)N(CC(=O)O)C(=O)OC (N-[[2-Chloro-6-methoxy-5-(trifluoromethyl)-1-naphthalenyl]carbonyl]-N-(methoxycarbonyl)glycine). Isolated yield 64.4%. Reaction SMILES: [Cl:1][C:2]1[CH:11]=[CH:10][C:9]2[C:4](=[CH:5][CH:6]=[C:7]([O:16][CH3:17])[C:8]=2[C:12]([F:15])([F:14])[F:13])[C:3]=1[C:18]([N:20]([C:29]([O:31][CH3:32])=[O:30])[CH2:21][C:22]([O:24]C(C)(C)C)=[O:23])=[O:19]>C(O)=O.O>[Cl:1][C:2]1[CH:11]=[CH:10][C:9]2[C:4](=[CH:5][CH:6]=[C:7]([O:16][CH3:17])[C:8]=2[C:12]([F:15])([F:13])[F:14])[C:3]=1[C:18]([N:20]([C:29]([O:31][CH3:32])=[O:30])[CH2:21][C:22]([OH:24])=[O:23])=[O:19]. Reported procedure: N-[[2-Chloro-6-methoxy-5-(trifluoromethyl)-1-naphthalenyl]carbonyl]-N-(methoxycarbonyl)glycine, 1,1-dimethylethyl ester (3.10 g, 6.51 mmol) was suspended in formic acid (122 mL) under nitrogen at room temperature and stirred for 11/2 hours. The reaction mixture was diluted with water (11/2 L) and extracted with ether (2×200 mL). The extracts were combined, dried over magnesium sulfate and concentrated. The residue was recrystallized from benzene to afford the title compound as a white solid (1.7... The reactants are Cl (hydrochloric acid), S(=O)(C1=CC=C(C=C1)N)(=O)O (sulfanilic acid), [OH-].[Na+] (sodium hydroxide), FC1=CC=C(CCl)C=C1 (4-fluorobenzyl chloride). Run in O (water), O (water). Product: FC1=CC=C(C=C1)CNC1=CC=C(C=C1)S(=O)(=O)[O-].[Na+] (Sodium 4-(((4-Fluorophenyl)methyl)amino)benzenesulfonate). Reaction SMILES: [S:1]([OH:11])(=[O:10])([C:3]1[CH:8]=[CH:7][C:6]([NH2:9])=[CH:5][CH:4]=1)=[O:2].[OH-].[Na+:13].[F:14][C:15]1[CH:22]=[CH:21][C:18]([CH2:19]Cl)=[CH:17][CH:16]=1.Cl>O>[F:14][C:15]1[CH:22]=[CH:21][C:18]([CH2:19][NH:9][C:6]2[CH:5]=[CH:4][C:3]([S:1]([O-:11])(=[O:10])=[O:2])=[CH:8][CH:7]=2)=[CH:17][CH:16]=1.[Na+:13] |f:1.2,6.7|. Reported procedure: To 17.3 g (0.1 mole) of sulfanilic acid, 100 ml of 5N sodium hydroxide solution and 100 ml of water was added 14.4 g (0.1 mole) of 4-fluorobenzyl chloride which was then mixed and heated to about 45°-55° C. in a 500-ml Erlenmeyer flask for 48 hours. After heating, the reaction mixture was poured over approximately 1 liter of cold water and acidified with concentrated hydrochloric acid. The resulting slurry was slowly filtered through a fine sintered glass funnel and a top clear yellow solution w... Starting materials: CCn1cccc1C[N+](C)(C)C, CC#N, [I-], c1ccc(P(c2ccccc2)c2ccccc2)cc1. Yields the product CCn1cccc1C[P+](c1ccccc1)(c1ccccc1)c1ccccc1, [I-]. Reaction SMILES: [CH2:2]([CH3:3])[n:4]1[c:5]([CH2:9][N+:10]([CH3:11])([CH3:12])[CH3:13])[cH:6][cH:7][cH:8]1.[CH3:33][C:34]#[N:35].[I-:1].[c:14]1([P:20]([c:21]2[cH:22][cH:23][cH:24][cH:25][cH:26]2)[c:27]2[cH:28][cH:29][cH:30][cH:31][cH:32]2)[cH:15][cH:16][cH:17][cH:18][cH:19]1>>[CH2:2]([CH3:3])[n:4]1[c:5]([CH2:9][P+:20]([c:14]2[cH:15][cH:16][cH:17][cH:18][cH:19]2)([c:21]2[cH:22][cH:23][cH:24][cH:25][cH:26]2)[c:27]2[cH:28][cH:29][cH:30][cH:31][cH:32]2)[cH:6][cH:7][cH:8]1.[I-:1]. Reactants: C(C)(C)(C)OC(N(C1=C(C2=C(S1)C=CC=C2)C)CC2=CC(=C(C=C2)F)C(F)(F)F)=O ((4-Fluoro-3-trifluoromethyl-benzyl)-(3-methyl-benzo[b]thiophen-2-yl)-carbamic acid tert-butyl ester), Cl (HCl). The solvent is O1CCOCC1 (dioxane), CCOCC (ether). Reaction conditions: time 3 hour. Yields the product Cl.FC1=C(C=C(CNC2=C(C3=C(S2)C=CC=C3)C)C=C1)C(F)(F)F ((4-Fluoro-3-trifluoromethyl-benzyl)-(3-methyl-benzo[b]thiophen-2-yl)-amine hydrochloride). RXN SMILES: C(OC(=O)[N:7]([CH2:18][C:19]1[CH:24]=[CH:23][C:22]([F:25])=[C:21]([C:26]([F:29])([F:28])[F:27])[CH:20]=1)[C:8]1[S:12][C:11]2[CH:13]=[CH:14][CH:15]=[CH:16][C:10]=2[C:9]=1[CH3:17])(C)(C)C.[ClH:31]>O1CCOCC1.CCOCC>[ClH:31].[F:25][C:22]1[CH:23]=[CH:24][C:19]([CH2:18][NH:7][C:8]2[S:12][C:11]3[CH:13]=[CH:14][CH:15]=[CH:16][C:10]=3[C:9]=2[CH3:17])=[CH:20][C:21]=1[C:26]([F:29])([F:27])[F:28] |f:4.5|. Procedure: To compound 6-C was added a solution of 4N HCl in dioxane (20 mL) and the reaction mixture was stirred for 3 hours. The reaction mixture was diluted with ether, the solid filtered, washed with ether, and dried under vacuo to afford 1.86 g of compound 6-D as a white solid. 1H NMR (CD3OD, 300 MHz): δ 7.61-7.83 (m, 3H), 7.52 (d, 1H), 7.26-7.39 (m, 2H), 7.10-7.26 (m, 1H), 4.57 (s, 2H), 2.22 (s, 3H); MS (method 2): m/z 340.0 (MH+); HPLC (method 1): Rt 6.78 minutes. Reactants: C12(CCCCC1)CC(=O)OC(C2)=O (1,1-cyclohexanediacetic anhydride), N1=CC=CC=C1 (pyridine), C(C1=CC=CC=C1)O (benzyl alcohol), C1(=CC=CC=C1)C (toluene). Yield: 90.1%. Conditions: temperature 80 celsius, time 8 hour. RXN SMILES: [C:1]12([CH2:12][C:11](=[O:13])[O:10][C:8](=[O:9])[CH2:7]1)[CH2:6][CH2:5][CH2:4][CH2:3][CH2:2]2.N1C=CC=CC=1.[CH2:20]([OH:27])[C:21]1[CH:26]=[CH:25][CH:24]=[CH:23][CH:22]=1.C1(C)C=CC=CC=1>>[CH2:20]([O:27][C:11]([CH2:12][C:1]1([CH2:7][C:8]([OH:10])=[O:9])[CH2:6][CH2:5][CH2:4][CH2:3][CH2:2]1)=[O:13])[C:21]1[CH:26]=[CH:25][CH:24]=[CH:23][CH:22]=1. Yields the product C(C1=CC=CC=C1)OC(=O)CC1(CCCCC1)CC(=O)O ((1-Benzyloxycarbonylmethyl-cyclohexyl)-acetic acid). Procedure details: A mixture of 1,1-cyclohexanediacetic anhydride (5.0 g, 27 mmol), pyridine (2.2 mL, 27 mmol), and benzyl alcohol (2.8 mL, 27 mmol) and toluene (5.0 mL, 47 mmol) was stirred at 80° C. overnight. The reaction mixture was cooled to room temperature and partitioned between ethyl acetate and 1 N HCl. The organic layer was washed three times with 1 N HCl and brine. The organic extract was dried over sodium sulfate, filtered, and concentrated to dryness to yield the title compound (7.06 g, 89% yield) as...